From a dataset of the Open Reaction Database (ORD), a public repository of structured organic reaction records. describe an organic reaction: reactants, conditions, products, and yield The reactants are FC(C=1N=C(SC1)N)(F)F (4-Trifluoromethyl-thiazol-2-ylamine), C12(CC3CC(CC(C1)C3)C2)C(=O)O (1-adamantanecarboxylic acid). The product is FC(C=1N/C(/SC1)=N/C(=O)C12CC3CC(CC(C1)C3)C2)(F)F (N-[(2Z)-4-(trifluoromethyl)-1,3-thiazol-2(3H)-ylidene]adamantane-1-carboxamide). Isolated yield 51.3%. RXN SMILES: [F:1][C:2]([F:10])([F:9])[C:3]1[N:4]=[C:5]([NH2:8])[S:6][CH:7]=1.[C:11]12([C:21](O)=[O:22])[CH2:20][CH:15]3[CH2:16][CH:17]([CH2:19][CH:13]([CH2:14]3)[CH2:12]1)[CH2:18]2>>[F:1][C:2]([F:10])([F:9])[C:3]1[NH:4]/[C:5](=[N:8]/[C:21]([C:11]23[CH2:20][CH:15]4[CH2:14][CH:13]([CH2:19][CH:17]([CH2:16]4)[CH2:18]2)[CH2:12]3)=[O:22])/[S:6][CH:7]=1. Reported procedure: 4-Trifluoromethyl-thiazol-2-ylamine (1.0 g, 6.0 mmol) and 1-adamantanecarboxylic acid (1.0 g, 5.5 mmol) were processed as described in Example 3B to afford 0.932 g (51%) of the title compound. 1H NMR (300 MHz, DMSO-d6) δ ppm 1.65-1.73 (m, 6H) 1.93 (d, J=3 Hz, 6H) 2.02 (d, 3H) 7.93 (s, 1H); MS (DCI/NH3) m/z 331 (M+H). Conditions: time 10 minute. Solvent: CC(=O)C (acetone). The reactants are C(CCCCCC=C)O (oct-7-en-1-ol), CC(=O)C.OS(=O)(=O)O.O=[Cr](=O)=O (Jones Reagent). Reaction SMILES: [CH2:1]([OH:9])[CH2:2][CH2:3][CH2:4][CH2:5][CH2:6][CH:7]=[CH2:8].CC(C)=[O:12].OS(O)(=O)=O.O=[Cr](=O)=O>CC(C)=O>[C:1]([OH:12])(=[O:9])[CH2:2][CH2:3][CH2:4][CH2:5][CH2:6][CH:7]=[CH2:8] |f:1.2.3|. Procedure: To a stirred solution of 152 g of oct-7-en-1-ol (prepared in Example 22 B-1) in 3.4 liters of acetone there was added 1.4 M of Jones Reagent (986 ml) while the mixture was maintained at less than 10° C. The mixture was stirred for 10 min and was quenched with 100 ml of isopropanol. The acetone volume was reduced in vacuo and the residue was diluted with water and extracted three times with equal volumes of ethyl acetate. The combined ethyl acetate extracts were washed two times with water, then ... Product: C(CCCCCC=C)(=O)O (Oct-7-enoic acid). The reactants are FC1=C(C=CC(=C1)F)C1(OC1)C(C)C=1N=NC=CC1 (2-(2,4-Difluorophenyl)-2-(1-[pyridazin-3-yl]ethyl)oxirane), ClCCl.CO (dichloromethane methanol), [Na].N1N=CN=C1 (1H-1,2,4-triazole sodium salt), crude product. Run in CN(C=O)C (N,N-dimethylformamide). The product is FC1=C(C=CC(=C1)F)C(CN1N=CN=C1)(C(C)C=1N=NC=CC1)O (2-(2,4-Difluorophenyl)-3-(pyridazin-3-yl)-1-(1H-1,2,4-triazol-1-yl)butan-2-ol). Reaction SMILES: [F:1][C:2]1[CH:7]=[C:6]([F:8])[CH:5]=[CH:4][C:3]=1[C:9]1([CH:12]([C:14]2[N:15]=[N:16][CH:17]=[CH:18][CH:19]=2)[CH3:13])[CH2:11][O:10]1.[Na].[NH:21]1[CH:25]=[N:24][CH:23]=[N:22]1.ClCCl.CO>CN(C)C=O>[F:1][C:2]1[CH:7]=[C:6]([F:8])[CH:5]=[CH:4][C:3]=1[C:9]([OH:10])([CH:12]([C:14]1[N:15]=[N:16][CH:17]=[CH:18][CH:19]=1)[CH3:13])[CH2:11][N:21]1[CH:25]=[N:24][CH:23]=[N:22]1 |f:1.2,3.4,^1:19|. Procedure details: Treatment of the product of part (iii) (1.15 g) with 1H-1,2,4-triazole sodium salt (0.80 g) in N,N-dimethylformamide (15 ml) according to the method of Example 1(ii), followed by chromatography of the crude product on silica gel using dichloromethane/methanol (50:1) as eluant, first gave, after combination and evaporation of appropriate fractions, the title compound, diastereoisomeric pair A, (0.35 g), m.p. 134°-135° (from ether).